This data is from the Open Reaction Database (ORD), a public repository of structured organic reaction records. The task is: describe an organic reaction: reactants, conditions, products, and yield Starting materials: II (I2), [H-].[Na+] (NaH), Grignard reagent, COCCC1=CC=C(C=C1)Br (4-(2-methoxy)ethylbromobenzene), [Mg] (magnesium), C1CCOC1 (THF), IC (iodomethane), C1=CC(=CC=C1CCO)Br (4-bromophenethanol), C1CCOC1 (THF). Run in O (H2O). Conditions: time 10 minute. The product is COCCC1=CC=C(C(=O)O)C=C1 (4-(2-methoxy)ethylbenzoic acid). As a reaction SMILES: [H-].[Na+].C1C(C[CH2:10][OH:11])=CC=C(Br)C=1.IC.[CH3:15][O:16][CH2:17][CH2:18][C:19]1[CH:24]=[CH:23][C:22](Br)=[CH:21][CH:20]=1.[Mg].II.C1C[O:32]CC1>O>[CH3:15][O:16][CH2:17][CH2:18][C:19]1[CH:24]=[CH:23][C:22]([C:10]([OH:11])=[O:32])=[CH:21][CH:20]=1 |f:0.1|. Reported procedure: To a 3-necked 50 mL flask fitted with two septa and a nitrogen balloon was added 800 mg (20 mmol) of 60% NaH dispersed in mineral oil. The oil was removed by washing and decanting with hexanes (3×5 mL), using a pipette and keeping a positive pressure of N2 over the flask. Next, 5 mL of THF was added, the suspension was cooled with an ice bath, then a solution of 2.01 g (10.0 mmol) of 4-bromophenethanol in 5 mL of THF was added via cannula. The ice bath was removed, and the mixture was stirred fo... Starting materials: C[Si](C)(C)OS(=O)(=O)C(F)(F)F (trimethylsilyltrifluoromethanesulfonate), C[Si](OCCO[Si](C)(C)C)(C)C (1,2-bis(trimethylsiloxy)ethane), O=C1CC(CCC1)C(=O)OC (methyl 3-oxocyclohexanecarboxylate). Run in ClCCl (dichloromethane). Run at temperature -78 celsius, time 3 hour. The product is O1CCOC12CC(CCC2)C(=O)OC (Methyl 1,4-dioxaspiro[4.5]decane-7-carboxylate). As a reaction SMILES: C[Si](OS(C(F)(F)F)(=O)=O)(C)C.C[Si](C)(C)[O:15][CH2:16][CH2:17][O:18][Si](C)(C)C.O=[C:26]1[CH2:31][CH2:30][CH2:29][CH:28]([C:32]([O:34][CH3:35])=[O:33])[CH2:27]1>ClCCl>[O:15]1[C:26]2([CH2:31][CH2:30][CH2:29][CH:28]([C:32]([O:34][CH3:35])=[O:33])[CH2:27]2)[O:18][CH2:17][CH2:16]1. Procedure details: To a solution of trimethylsilyltrifluoromethanesulfonate (0.034 mL) in dry dichloromethane (5 mL) was added 1,2-bis(trimethylsiloxy)ethane (4.55 mL) followed by methyl 3-oxocyclohexanecarboxylate (2.9 g). The reaction mixture was stirred for 3 hours at −78° C. The reaction mixture was quenched with dry pyridine (0.5 mL), poured into saturated aqueous NaHCO3, and extracted with ether. The ether layer was dried over Na2CO3/Na2SO4. The reaction mixture was concentrated and purified by flash chromat... The reactants are CC(=O)N1CCc2c(sc(C)c2CCBr)C1, O=C([O-])[O-], CN(C)C=O, Cc1ccccc1, Cl, Fc1ccc2onc(C3CCNCC3)c2c1, [I-], [K+], [K+], [K+]. Product: CC(=O)N1CCc2c(sc(C)c2CCN2CCC(c3noc4ccc(F)cc34)CC2)C1. Reaction SMILES: [C:1]([CH3:2])(=[O:3])[N:4]1[CH2:5][c:6]2[c:7]([c:10]([CH2:14][CH2:15][Br:16])[c:11]([CH3:13])[s:12]2)[CH2:8][CH2:9]1.[C:34](=[O:35])([O-:36])[O-:37].[CH3:42][N:43]([CH3:44])[CH:45]=[O:46].[CH3:47][c:48]1[cH:49][cH:50][cH:51][cH:52][cH:53]1.[ClH:17].[F:18][c:19]1[cH:20][cH:21][c:22]2[c:23]([c:24]([CH:27]3[CH2:28][CH2:29][NH:30][CH2:31][CH2:32]3)[n:25][o:26]2)[cH:33]1.[I-:41].[K+:38].[K+:39].[K+:40]>>[C:1]([CH3:2])(=[O:3])[N:4]1[CH2:5][c:6]2[c:7]([c:10]([CH2:14][CH2:15][N:30]3[CH2:29][CH2:28][CH:27]([c:24]4[c:23]5[c:22]([cH:21][cH:20][c:19]([F:18])[cH:33]5)[o:26][n:25]4)[CH2:32][CH2:31]3)[c:11]([CH3:13])[s:12]2)[CH2:8][CH2:9]1. Reactants: O (H2O), N1N=CC2=CC(=CC=C12)C(=O)O (1H-indazole-5-carboxylic acid), ClC1CCOCC1 (4-chlorotetrahydro-2H-pyran), C(=O)([O-])[O-].[Cs+].[Cs+] (Cs2CO3). Solvent: CN1CCCC1=O (NMP). Product: O1CCC(CC1)N1N=CC2=CC(=CC=C12)C(=O)OC1CCOCC1 (tetrahydro-2H-pyran-4-yl 1-(tetrahydro-2H-pyran-4-yl)-1H-indazole-5-carboxylate). The yield is 48.5%. RXN SMILES: [NH:1]1[C:9]2[C:4](=[CH:5][C:6]([C:10]([OH:12])=[O:11])=[CH:7][CH:8]=2)[CH:3]=[N:2]1.Cl[CH:14]1[CH2:19][CH2:18][O:17][CH2:16][CH2:15]1.[C:20]([O-:23])([O-])=O.[Cs+].[Cs+].O>CN1C(=O)CCC1>[O:17]1[CH2:18][CH2:19][CH:14]([N:1]2[C:9]3[C:4](=[CH:5][C:6]([C:10]([O:12][CH:4]4[CH2:3][CH2:20][O:23][CH2:6][CH2:5]4)=[O:11])=[CH:7][CH:8]=3)[CH:3]=[N:2]2)[CH2:15][CH2:16]1 |f:2.3.4|. Procedure details: A mixture of 1H-indazole-5-carboxylic acid (400 mg, 2.47 mmol), 4-chlorotetrahydro-2H-pyran (1.49 g, 12.33 mmol) and Cs2CO3 (2.41 g, 7.40 mmol) in NMP (5 mL) was irradiated with microwave (180° C., 80 min). The mixture was poured into H2O, extracted with EtOAc, dried over Na2SO4, filtered and concentrated. The residual oil was purified by silica gel column chromatography (30-60% EtOAc in hexane), then the mixture was purified by amino gel column chromatography (0-35% EtOAc in hexane) to give tet... Reactants: CCOC(=CC#N)NC, Cc1nc[nH]c1CSCCN, c1ccncc1. Yields the product CNC(=CC#N)NCCSCc1[nH]cnc1C. RXN SMILES: [C:12](#[N:13])[CH:14]=[C:15]([NH:16][CH3:17])[O:18][CH2:19][CH3:20].[CH3:1][c:2]1[n:3][cH:4][nH:5][c:6]1[CH2:7][S:8][CH2:9][CH2:10][NH2:11].[cH:21]1[cH:22][cH:23][n:24][cH:25][cH:26]1>>[CH3:1][c:2]1[n:3][cH:4][nH:5][c:6]1[CH2:7][S:8][CH2:9][CH2:10][NH:11][C:15](=[CH:14][C:12]#[N:13])[NH:16][CH3:17]. RXN SMILES: [CH2:1]([O:17][CH2:18][CH:19]1[CH2:24][O:23][CH:22]([C:25]2[CH:30]=[CH:29][CH:28]=[CH:27][CH:26]=2)[O:21][CH2:20]1)[CH2:2][CH2:3][CH2:4][CH2:5][CH2:6][CH2:7][CH2:8][CH2:9][CH2:10][CH2:11][CH2:12][CH2:13][CH2:14][CH2:15][CH3:16].[Br:31]N1C(=O)CCC1=O.C(=O)([O-])[O-].[Ba+2]>ClCCl>[C:22]([O:21][CH2:20][CH:19]([CH2:24][Br:31])[CH2:18][O:17][CH2:1][CH2:2][CH2:3][CH2:4][CH2:5][CH2:6][CH2:7][CH2:8][CH2:9][CH2:10][CH2:11][CH2:12][CH2:13][CH2:14][CH2:15][CH3:16])(=[O:23])[C:25]1[CH:30]=[CH:29][CH:28]=[CH:27][CH:26]=1 |f:2.3|. Yield: 79.2%. Procedure: A mixture of 14.703 g (35.2 mM) of 5-n-hexadecyloxymethyl-2-phenyl-1,3-dioxane n2, 6.90 g (38.4 mM) of N-bromosuccinimide and 700 mg of barium carbonate in 200 ml of dichloromethane is heated under refluxing for 1 hour. After cooling, the mixture is poured into an ice cooled saturated aqueous sodium bicarbonate and the product is isolated by dichloromethane extraction. The dichloromethane layer is washed with 10% aqueous sodium thiosulfate and saturated aqueous sodium chloride, dried over anhydr... Reactants: ice, C(CCCCCCCCCCCCCCC)OCC1COC(OC1)C1=CC=CC=C1 (5-n-hexadecyloxymethyl-2-phenyl-1,3-dioxane), BrN1C(CCC1=O)=O (N-bromosuccinimide), C([O-])([O-])=O.[Ba+2] (barium carbonate). Solvent: ClCCl (dichloromethane), ClCCl (dichloromethane). Yields the product C(C1=CC=CC=C1)(=O)OCC(COCCCCCCCCCCCCCCCC)CBr (2-bromomethyl-3-hexadecyloxypropanol benzoate). Reactants: CC1=CC=NC2=CC=CC=C12 (4-methylquinoline), O=CC1=CC(OC)=C(O)C=C1 (vanillin). Run in C(C)(=O)OC(C)=O (acetic anhydride). The product is OC1=C(C=C(C=C1)C=CC1=CC=NC2=CC=CC=C12)OC (4-[2-(4-hydroxy-3-methoxyphenyl)-ethenyl]-quinoline). Isolated yield 56.0%. Reaction SMILES: [CH3:1][C:2]1[C:11]2[C:6](=[CH:7][CH:8]=[CH:9][CH:10]=2)[N:5]=[CH:4][CH:3]=1.O=[CH:13][C:14]1[CH:22]=[CH:21][C:19]([OH:20])=[C:16]([O:17][CH3:18])[CH:15]=1>C(OC(=O)C)(=O)C>[OH:20][C:19]1[CH:21]=[CH:22][C:14]([CH:13]=[CH:1][C:2]2[C:11]3[C:6](=[CH:7][CH:8]=[CH:9][CH:10]=3)[N:5]=[CH:4][CH:3]=2)=[CH:15][C:16]=1[O:17][CH3:18]. Procedure details: In 62.9 g of acetic anhydride, 26.73 g of 4-methylquinoline and 31.25 g of vanillin were refluxed overnight. The resultant reaction mixture was treated with an alkali. The product thus obtained was recrystallized via butyl cellosolve, to afford 29 g of 4-[2-(4-hydroxy-3-methoxyphenyl)-ethenyl]-quinoline having a melting point of 217°-219° C. From 0.55 g of this product, 1.75 g of triethylamine, 1.66 g of methacrylic acid chloride, and 16 cm3 of N,N-dimethylacetamide, there was obtained 4.70 g (8... Reaction SMILES: [CH3:1][O:2][C:3]([CH:4]([CH2:5][CH2:6][CH2:7][N:8]([C:9](=[O:10])[O:11][C:12]([CH3:13])([CH3:14])[CH3:15])[CH2:16][c:17]1[cH:18][cH:19][cH:20][cH:21][n:22]1)[C:23]([c:24]1[cH:25][cH:26][c:27]([CH2:30][N:31]([CH2:32][c:33]2[cH:34][cH:35][cH:36][cH:37][n:38]2)[C:39](=[O:40])[O:41][C:42]([CH3:43])([CH3:44])[CH3:45])[cH:28][cH:29]1)=[O:46])=[O:47].[CH3:50][OH:51].[Na+:49].[OH-:48]>>[O:2]=[C:3]([CH:4]([CH2:5][CH2:6][CH2:7][N:8]([C:9](=[O:10])[O:11][C:12]([CH3:13])([CH3:14])[CH3:15])[CH2:16][c:17]1[cH:18][cH:19][cH:20][cH:21][n:22]1)[C:23]([c:24]1[cH:25][cH:26][c:27]([CH2:30][N:31]([CH2:32][c:33]2[cH:34][cH:35][cH:36][cH:37][n:38]2)[C:39](=[O:40])[O:41][C:42]([CH3:43])([CH3:44])[CH3:45])[cH:28][cH:29]1)=[O:46])[OH:47]. The reactants are COC(=O)C(CCCN(Cc1ccccn1)C(=O)OC(C)(C)C)C(=O)c1ccc(CN(Cc2ccccn2)C(=O)OC(C)(C)C)cc1, CO, [Na+], [OH-]. Product: CC(C)(C)OC(=O)N(CCCC(C(=O)O)C(=O)c1ccc(CN(Cc2ccccn2)C(=O)OC(C)(C)C)cc1)Cc1ccccn1. The reactants are CC(C)C[Al+]CC(C)C, ClCCl, COC(=O)C(c1ccc(Cl)cc1)C1CC1, [H-]. The product is OCC(c1ccc(Cl)cc1)C1CC1. As a reaction SMILES: [CH2:17]([Al+:18][CH2:19][CH:20]([CH3:21])[CH3:22])[CH:23]([CH3:24])[CH3:25].[CH2:26]([Cl:27])[Cl:28].[Cl:1][c:2]1[cH:3][cH:4][c:5]([CH:8]([C:9](=[O:10])[O:11][CH3:12])[CH:13]2[CH2:14][CH2:15]2)[cH:6][cH:7]1.[H-:16]>>[Cl:1][c:2]1[cH:3][cH:4][c:5]([CH:8]([CH2:9][OH:10])[CH:13]2[CH2:14][CH2:15]2)[cH:6][cH:7]1. Reactants: [Li+].CC(C)[N-]C(C)C (LDA), C(CC(=O)C)(=O)OCC (ethyl acetoacetate), Cl (HCl), ClC=1C=C(CBr)C=CC1 (3-chlorobenzyl bromide). Run in O1CCCC1 (tetrahydrofuran). Run at temperature 0 celsius, time 1 hour. The product is ClC=1C=C(C=CC1)CCC(CC(=O)OCC)=O (5-(3-Chlorophenyl)-3-oxopentanoic acid, ethyl ester). Reaction SMILES: [Li+].CC([N-]C(C)C)C.[C:9]([O:15][CH2:16][CH3:17])(=[O:14])[CH2:10][C:11]([CH3:13])=[O:12].[Cl:18][C:19]1[CH:20]=[C:21]([CH:24]=[CH:25][CH:26]=1)[CH2:22]Br.Cl>O1CCCC1>[Cl:18][C:19]1[CH:20]=[C:21]([CH2:22][CH2:13][C:11](=[O:12])[CH2:10][C:9]([O:15][CH2:16][CH3:17])=[O:14])[CH:24]=[CH:25][CH:26]=1 |f:0.1|. Procedure details: To a solution of LDA (2.0M solution in heptanes/tetrahydrofuran/ethylbenzene, 500 ml) in tetrahydrofuran (2 L) at 0° C. was added ethyl acetoacetate (62 ml). After 40 min 3-chlorobenzyl bromide (100 g) was added dropwise and the mixture was stirred at 0° C. for 1 hour. The reaction mixture was acidified with 2N HCl and the organic phase was concentrated under reduced pressure. The residue was dissolved in ethyl acetate and washed with water and brine, dried (MgSO4) and evaporated. Purification w...